From a dataset of the Open Reaction Database (ORD), a public repository of structured organic reaction records. describe an organic reaction: reactants, conditions, products, and yield The reactants are Cl (HCl), BrC1=CC=C(CN2C(=C(C3=CC(=CC=C23)OC)CC(=O)OC)C)C=C1 (methyl 1-(4-bromobenzyl)-5-methoxy-2-methylindole-3-acetate), [OH-].[K+] (KOH), CO (methanol). Solvent: C1CCOC1 (THF), O (H2O). Yields the product BrC1=CC=C(CN2C(=C(C3=CC(=CC=C23)OC)CC(=O)O)C)C=C1 (1-(4-Bromobenzyl)-5-methoxy-2-methylindole-3-acetic acid). The yield is 98.3%. Reaction SMILES: [Br:1][C:2]1[CH:25]=[CH:24][C:5]([CH2:6][N:7]2[C:15]3[C:10](=[CH:11][C:12]([O:16][CH3:17])=[CH:13][CH:14]=3)[C:9]([CH2:18][C:19]([O:21]C)=[O:20])=[C:8]2[CH3:23])=[CH:4][CH:3]=1.[OH-].[K+].CO.Cl>C1COCC1.O>[Br:1][C:2]1[CH:25]=[CH:24][C:5]([CH2:6][N:7]2[C:15]3[C:10](=[CH:11][C:12]([O:16][CH3:17])=[CH:13][CH:14]=3)[C:9]([CH2:18][C:19]([OH:21])=[O:20])=[C:8]2[CH3:23])=[CH:4][CH:3]=1 |f:1.2|. Procedure: A solution of methyl 1-(4-bromobenzyl)-5-methoxy-2-methylindole-3-acetate (10 g, 24.9 mmol) and KOH (1.7 g, 30 mmol) in 45 mL of THF, 5 mL of H2O, and 2 mL of methanol was heated at reflux for 1 h. The reaction mixture was cooled to 0° C. and neutralized with concentrated HCl. The solvent volume was reduced by rotary evaporation. The precipitate was collected and washed with H2O. The white solid was dried in a vacuum oven to give 9.5 g (98%) of the carboxylic acid.